Dataset: the Open Reaction Database (ORD), a public repository of structured organic reaction records. Task: describe an organic reaction: reactants, conditions, products, and yield Starting materials: CCCCC(CC)COC(N)=O, CCCCCCCCCCCCCCCCCCCNC=O, O=C(Cl)Cl, Clc1ccccc1. Product: CCCCC(CC)COC(=O)N=C=O. RXN SMILES: [C:1]([NH2:2])([O:3][CH2:4][CH:5]([CH2:6][CH2:7][CH2:8][CH3:9])[CH2:10][CH3:11])=[O:12].[CH3:17][CH2:18][CH2:19][CH2:20][CH2:21][CH2:22][CH2:23][CH2:24][CH2:25][CH2:26][CH2:27][CH2:28][CH2:29][CH2:30][CH2:31][CH2:32][CH2:33][CH2:34][CH2:35][NH:36][CH:37]=[O:38].[Cl:13][C:14]([Cl:15])=[O:16].[Cl:39][c:40]1[cH:41][cH:42][cH:43][cH:44][cH:45]1>>[C:1]([N:2]=[C:14]=[O:16])([O:3][CH2:4][CH:5]([CH2:6][CH2:7][CH2:8][CH3:9])[CH2:10][CH3:11])=[O:12]. Run in O1CCOCC1 (dioxane). Run at time 18 hour. Procedure details: To a solution of ethyl 2-chloro-3-nitro-5-trifluoromethylbenzoate (4.2 g; 1 eq.) in dioxane (40 ml) is added piperidine (3.9 ml; 2.1 eq.). After stirring for 18 hours at room temperature, the medium is poured into water (50 ml) and the product is extracted with ethyl ether. The organic phase is washed with water, dried and concentrated. 4.9 g of ethyl 3-nitro-2-piperid-1-yl-5-trifluoromethylbenzoate are obtained in the form of a colourless oil. Starting materials: ClC1=C(C(=O)OCC)C=C(C=C1[N+](=O)[O-])C(F)(F)F (ethyl 2-chloro-3-nitro-5-trifluoromethylbenzoate), N1CCCCC1 (piperidine), O (water). Reaction SMILES: Cl[C:2]1[C:12]([N+:13]([O-:15])=[O:14])=[CH:11][C:10]([C:16]([F:19])([F:18])[F:17])=[CH:9][C:3]=1[C:4]([O:6][CH2:7][CH3:8])=[O:5].[NH:20]1[CH2:25][CH2:24][CH2:23][CH2:22][CH2:21]1.O>O1CCOCC1>[N+:13]([C:12]1[C:2]([N:20]2[CH2:25][CH2:24][CH2:23][CH2:22][CH2:21]2)=[C:3]([CH:9]=[C:10]([C:16]([F:19])([F:18])[F:17])[CH:11]=1)[C:4]([O:6][CH2:7][CH3:8])=[O:5])([O-:15])=[O:14]. Yields the product [N+](=O)([O-])C=1C(=C(C(=O)OCC)C=C(C1)C(F)(F)F)N1CCCCC1 (ethyl 3-nitro-2-piperid-1-yl-5-trifluoromethylbenzoate). The reactants are Br.NC(C(=O)O)CC=1C=CC=2NC3=CC=CC=C3C2C1 (2-Amino-3-(9H-carbazol-3-yl)-propionic acid HBr salt), O1CCOCC1 (dioxane), ClC(=O)OCC1C2=CC=CC=C2C=2C=CC=CC12 (9-Fluorenylmethyl chloroformate), C(O)([O-])=O.[Na+] (sodium hydrogen carbonate), saturated solution. Solvent: O (water). Reaction conditions: temperature 0 celsius. The product is C1=CC(=CC=2C3=CC=CC=C3NC12)CC(C(=O)O)NC(=O)OCC1C2=CC=CC=C2C=2C=CC=CC12 (rac-3-(9H-Carbazol-3-yl)-2-(9H-fluoren-9-ylmethoxycarbonylamino)-propionic acid). Reaction SMILES: Br.[NH2:2][CH:3]([CH2:7][C:8]1[CH:9]=[CH:10][C:11]2[NH:12][C:13]3[C:18]([C:19]=2[CH:20]=1)=[CH:17][CH:16]=[CH:15][CH:14]=3)[C:4]([OH:6])=[O:5].C(=O)([O-])O.[Na+].O1CCOCC1.Cl[C:33]([O:35][CH2:36][CH:37]1[C:49]2[CH:48]=[CH:47][CH:46]=[CH:45][C:44]=2[C:43]2[C:38]1=[CH:39][CH:40]=[CH:41][CH:42]=2)=[O:34]>O>[CH:10]1[C:11]2[NH:12][C:13]3[C:18](=[CH:17][CH:16]=[CH:15][CH:14]=3)[C:19]=2[CH:20]=[C:8]([CH2:7][CH:3]([NH:2][C:33]([O:35][CH2:36][CH:37]2[C:38]3[CH:39]=[CH:40][CH:41]=[CH:42][C:43]=3[C:44]3[C:49]2=[CH:48][CH:47]=[CH:46][CH:45]=3)=[O:34])[C:4]([OH:6])=[O:5])[CH:9]=1 |f:0.1,2.3|. Procedure details: Crude 2-Amino-3-(9H-carbazol-3-yl)-propionic acid HBr salt (50 mg, 0.15 mmol) was combined with aqueous sodium hydrogen carbonate (2 mL of a saturated solution) and dioxane (2 mL) and stirred at about 0° C. 9-Fluorenylmethyl chloroformate (100 mg, 0.39 mmol) was added and the reaction stirred at room temperature for about 8 h. The reaction mixture was diluted with water (25 mL), and extracted with diethyl ether (2×25 mL). The aqueous layer was acidified with hydrochloric acid to pH 3, and extrac... Starting materials: C(C)(C)NC(C)C (diisopropylamine), C(C)(C)[N-]C(C)C.[Li+] (lithium diisopropylamide), C(CCC)[Li] (n-butyl lithium), C(CCC)[Li] (n-butyl lithium), CC1(OC2=CC=C(C=C2C(C1)(C)C)C(C)=O)C (2,2,4,4-tetramethyl-6-acetylchroman), CC1(OC2=CC=C(C=C2C(C1)(C)C)C(C)=O)C (2,2,4,4-tetramethyl-6-acetylchroman), C(C)(C)NC(C)C (diisopropylamine). The solvent is C1CCOC1 (THF), C1CCOC1 (THF), CCCCCC (hexane), CCCCCC (hexane), C1CCOC1 (THF). Conditions: temperature -78 celsius, time 40 minute. Yields the product CC1(OC2=CC=C(C=C2C(C1)(C)C)C#C)C (2,2,4,4-Tetramethyl-6-ethynyl-chroman). Reaction SMILES: C(NC(C)C)(C)C.C([Li])CCC.[CH3:13][C:14]1([CH3:29])[CH2:23][C:22]([CH3:25])([CH3:24])[C:21]2[C:16](=[CH:17][CH:18]=[C:19]([C:26](=O)[CH3:27])[CH:20]=2)[O:15]1.C([N-]C(C)C)(C)C.[Li+]>C1COCC1.CCCCCC>[CH3:13][C:14]1([CH3:29])[CH2:23][C:22]([CH3:24])([CH3:25])[C:21]2[C:16](=[CH:17][CH:18]=[C:19]([C:26]#[CH:27])[CH:20]=2)[O:15]1 |f:3.4|. Procedure details: To a cooled (-78 degrees C.) solution of 522 mg (5.17 mmol) of diisopropylamine in 8 ml of dry THF was added slowly, under nitrogen, 3.23 ml of 1.6 M (5.17 mmol) n-butyl lithium in hexane. The mixture was stirred at -78 degrees C. for 40 minutes and then treated with a solution of 1.24 g (5.17 mmol) of 2,2,4,4-tetramethyl-6-acetylchroman (Compound 41) in 2 ml of dry THF. The mixture was stirred at -78 degrees C. for a further 1 h and then treated with 895 mg (5.19 mmol) of diethyclhorophosphate....